Dataset: the Open Reaction Database (ORD), a public repository of structured organic reaction records. Task: describe an organic reaction: reactants, conditions, products, and yield RXN SMILES: [CH2:1]([CH3:2])[O:3][C:4](=[O:5])[c:6]1[n:7][cH:8][c:9]2[nH:10][c:11]3[cH:12][cH:13][c:14]([C:21](=[O:22])[OH:23])[cH:15][c:16]3[c:17]2[c:18]1[CH2:19][CH3:20].[CH3:24][N:25]([CH3:26])[CH:27]=[O:28].[S:29]([Cl:30])([Cl:31])=[O:32]>>[CH2:1]([CH3:2])[O:3][C:4](=[O:5])[c:6]1[n:7][cH:8][c:9]2[nH:10][c:11]3[cH:12][cH:13][c:14]([C:21](=[O:22])[OH:23])[cH:15][c:16]3[c:17]2[c:18]1[CH2:19][CH3:20].[Cl-:31]. Product: CCOC(=O)c1ncc2[nH]c3ccc(C(=O)O)cc3c2c1CC, [Cl-]. The reactants are CCOC(=O)c1ncc2[nH]c3ccc(C(=O)O)cc3c2c1CC, CN(C)C=O, O=S(Cl)Cl. The reactants are O=C(n1ccnc1)n1ccnc1, C1CCOC1, CCCCCC, Cn1cc(C(=O)O)c(Nc2ccc(I)cc2F)cc1=O, CC(O)CN, CN(C)C=O. The product is CC(O)CNC(=O)c1cn(C)c(=O)cc1Nc1ccc(I)cc1F. Reaction SMILES: [C:21]([n:22]1[cH:23][cH:24][n:25][cH:26]1)([n:27]1[cH:28][cH:29][n:30][cH:31]1)=[O:32].[CH2:44]1[O:45][CH2:46][CH2:47][CH2:48]1.[CH3:38][CH2:39][CH2:40][CH2:41][CH2:42][CH3:43].[F:1][c:2]1[c:3]([NH:4][c:5]2[c:6]([C:13](=[O:14])[OH:15])[cH:7][n:8]([CH3:12])[c:9](=[O:11])[cH:10]2)[cH:16][cH:17][c:18]([I:20])[cH:19]1.[NH2:33][CH2:34][CH:35]([CH3:36])[OH:37].[O:49]=[CH:50][N:51]([CH3:52])[CH3:53]>>[F:1][c:2]1[c:3]([NH:4][c:5]2[c:6]([C:13](=[O:15])[NH:33][CH2:34][CH:35]([CH3:36])[OH:37])[cH:7][n:8]([CH3:12])[c:9](=[O:11])[cH:10]2)[cH:16][cH:17][c:18]([I:20])[cH:19]1.